This data is from the Open Reaction Database (ORD), a public repository of structured organic reaction records. The task is: describe an organic reaction: reactants, conditions, products, and yield Reactants: CC(C)(C)[SiH2]OC(C)(C)c1ccc(F)c(O)c1, CC(C)(C)[Si](C)(C)Cl, CN(C)C=O, c1c[nH]cn1. As a reaction SMILES: [C:1]([CH3:2])([CH3:3])([CH3:4])[SiH2:5][O:6][C:7]([c:8]1[cH:9][cH:10][c:11]([F:15])[c:12]([OH:14])[cH:13]1)([CH3:16])[CH3:17].[C:23]([CH3:24])([CH3:25])([CH3:26])[Si:27]([CH3:28])([CH3:29])[Cl:30].[O:31]=[CH:32][N:33]([CH3:34])[CH3:35].[nH:18]1[cH:19][cH:20][n:21][cH:22]1>>[C:1]([CH3:2])([CH3:3])([CH3:4])[SiH2:5][O:6][C:7]([c:8]1[cH:9][cH:10][c:11]([F:15])[c:12]([O:14][Si:27]([C:23]([CH3:24])([CH3:25])[CH3:26])([CH3:28])[CH3:29])[cH:13]1)([CH3:16])[CH3:17]. Yields the product CC(C)(C)[SiH2]OC(C)(C)c1ccc(F)c(O[Si](C)(C)C(C)(C)C)c1.